Dataset: the Open Reaction Database (ORD), a public repository of structured organic reaction records. Task: describe an organic reaction: reactants, conditions, products, and yield The reactants are C(C)C=1C(N(CC1C)C(=O)NCC1CCOC2=CC(=C(C=C12)S(N)(=O)=O)OCC)=O (4-((3-ethyl-4-methyl-2-oxo-3-pyrroline-1-carboxamido) methyl)-6-sulfamoyl-7-ethoxychroman), B(Br)(Br)Br (boron tribromide), C(C)C=1C(N(CC1C)C(=O)NCC1CCOC2=CC(=C(C=C12)S(N)(=O)=O)OC)=O (4-((3-ethyl-4-methyl-2-oxo-3-pyrroline-1-carboxamido) methyl)-6-sulfamoyl-7-methoxychroman). Run in C(Cl)Cl (methylene chloride). Run at temperature -10 celsius, time 8 hour. Product: C(C)C=1C(N(CC1C)C(=O)NCC1CCOC2=CC(=C(C=C12)S(N)(=O)=O)O)=O (4-((3-Ethyl-4-methyl-2-oxo-3-pyrroline-1-carboxamido) methyl)-6-sulfamoyl-7-hydroxychroman). RXN SMILES: [CH2:1]([C:3]1[C:4](=[O:30])[N:5]([C:9]([NH:11][CH2:12][CH:13]2[C:22]3[C:17](=[CH:18][C:19]([O:27]CC)=[C:20]([S:23](=[O:26])(=[O:25])[NH2:24])[CH:21]=3)[O:16][CH2:15][CH2:14]2)=[O:10])[CH2:6][C:7]=1[CH3:8])[CH3:2].B(Br)(Br)Br.C(C1C(=O)N(C(NCC2C3C(=CC(OC)=C(S(=O)(=O)N)C=3)OCC2)=O)CC=1C)C>C(Cl)Cl>[CH2:1]([C:3]1[C:4](=[O:30])[N:5]([C:9]([NH:11][CH2:12][CH:13]2[C:22]3[C:17](=[CH:18][C:19]([OH:27])=[C:20]([S:23](=[O:25])(=[O:26])[NH2:24])[CH:21]=3)[O:16][CH2:15][CH2:14]2)=[O:10])[CH2:6][C:7]=1[CH3:8])[CH3:2]. Procedure details: Preparation of the starting compound 4-((3-ethyl-4-methyl-2-oxo-3-pyrroline-1-carboxamido) methyl)-6-sulfamoyl-7-ethoxychroman ##STR54## 9.5 ml (0.1 mol) of boron tribromide are added dropwise to a solution of 10.6 g (0.025 mol of 4-((3-ethyl-4-methyl-2-oxo-3-pyrroline-1-carboxamido) methyl)-6-sulfamoyl-7-methoxychroman in 75 ml of methylene chloride cooled to -10° C. After standing overnight at 20° C., the excess boron tribromide is destroyed after cooling to -10° C. by cautious dropwise additi... Reactants: C1(=CC=CC=C1)NCC(=O)O (N-phenyl glycine), C(C)(C)(C)N=C=O (t-butyl isocyanate). Solvent: C1(=CC=CC=C1)C (toluene). The product is C1(=CC=CC=C1)N1C(=O)N(C(=O)C1)C(C)(C)C (1-phenyl-3-t-butyl hydantoin). The yield is 60.0%. Reaction SMILES: [C:1]1([NH:7][CH2:8][C:9]([OH:11])=O)[CH:6]=[CH:5][CH:4]=[CH:3][CH:2]=1.[C:12]([N:16]=[C:17]=[O:18])([CH3:15])([CH3:14])[CH3:13]>C1(C)C=CC=CC=1>[C:1]1([N:7]2[CH2:8][C:9](=[O:11])[N:16]([C:12]([CH3:15])([CH3:14])[CH3:13])[C:17]2=[O:18])[CH:2]=[CH:3][CH:4]=[CH:5][CH:6]=1. Reported procedure: A mixture of N-phenyl glycine (0.1 mole), t-butyl isocyanate (0.12 mole) and toluene (30 ml) was refluxed for 5 hours and then cooled. The product was collected by filtration and crystallized from ethanol to produce 0.06 mole of the aforedescribed product having a melting point of 116° C. Reactants: C=CCNCC=C, CC(C)CS(=O)(=O)Cl, c1ccccc1. Yields the product C=CCN(CC=C)S(=O)(=O)CC(C)C. RXN SMILES: [CH2:1]([CH:2]=[CH2:3])[NH:4][CH2:5][CH:6]=[CH2:7].[CH2:8]([CH:9]([CH3:10])[CH3:11])[S:12](=[O:13])(=[O:14])[Cl:15].[cH:16]1[cH:17][cH:18][cH:19][cH:20][cH:21]1>>[CH2:1]([CH:2]=[CH2:3])[N:4]([CH2:5][CH:6]=[CH2:7])[S:12]([CH2:8][CH:9]([CH3:10])[CH3:11])(=[O:13])=[O:14]. Reactants: C(C)C1(C2C3CCCC3C(C1)C2)C21C(CC(C=C2)C1)C(=O)[O-] (8-ethyl-8-tricyclo[5.2.1.02,6]decanyl-5-norbornene-2-carboxylate), OCCOC(=O)C1C2C=CC(C1)C2 (2-hydroxylethyl-5-norbornene-2-carboxylate), C1(\C=C/C(=O)O1)=O (maleic anhydride), C1[C@@H]2C=C[C@H]1C3C2C(=O)OC3=O (cis-5-norbornene-endo-2,3-dicarboxylic anhydride). Yields the product C(C)C1(C2C3CCCC3C(C1)C2)C21C(CC(C=C2)C1)C(=O)[O-].C1(\C=C/C(=O)O1)=O.C1[C@@H]2C=C[C@H]1C3C2C(=O)OC3=O.OCCOC(=O)C1C2C=CC(C1)C2 (8-ethyl-8-tricyclo[5.2.1.02,6]decanyl-5-norbornene-2-carboxylate maleic Anhydride cis-5-norbornene-endo-2,3-dicarboxylic Anhydride 2-hydroxyethyl-5-norbornene-2-carboxylate). As a reaction SMILES: [CH2:1]([C:3]1([C:13]23[CH2:19][CH:16]([CH:17]=[CH:18]2)[CH2:15][CH:14]3[C:20]([O-:22])=[O:21])[CH2:11][CH:10]2[CH2:12][CH:4]1[CH:5]1[CH:9]2[CH2:8][CH2:7][CH2:6]1)[CH3:2].[C:23]1(=[O:29])[O:28][C:26](=[O:27])[CH:25]=[CH:24]1.[CH2:30]1[C@@H:34]2[CH:35]3[C:40](=[O:41])[O:39][C:37](=[O:38])[CH:36]3[C@H:31]1[CH:32]=[CH:33]2.[OH:42][CH2:43][CH2:44][O:45][C:46]([CH:48]1[CH2:53][CH:52]2[CH2:54][CH:49]1[CH:50]=[CH:51]2)=[O:47]>>[CH2:1]([C:3]1([C:13]23[CH2:19][CH:16]([CH:17]=[CH:18]2)[CH2:15][CH:14]3[C:20]([O-:22])=[O:21])[CH2:11][CH:10]2[CH2:12][CH:4]1[CH:5]1[CH:9]2[CH2:8][CH2:7][CH2:6]1)[CH3:2].[C:26]1(=[O:27])[O:28][C:23](=[O:29])[CH:24]=[CH:25]1.[CH2:30]1[C@@H:34]2[CH:35]3[C:40](=[O:41])[O:39][C:37](=[O:38])[CH:36]3[C@H:31]1[CH:32]=[CH:33]2.[OH:42][CH2:43][CH2:44][O:45][C:46]([CH:48]1[CH2:53][CH:52]2[CH2:54][CH:49]1[CH:50]=[CH:51]2)=[O:47] |f:4.5.6.7|. Reported procedure: Polymerization and separation were carried out in the same manner as in Example 18 using 80 mmol of 8-ethyl-8-tricyclo[5.2.1.02,6]decanyl-5-norbornene-2-carboxylate prepared in Example 3, 100 mmol of maleic anhydride,10 mmol of cis-5-norbornene-endo-2,3-dicarboxylic anhydride and 10 mmol of 2-hydroxylethyl-5-norbornene-2-carboxylate, to separate 7.24 g of a polymer. Starting materials: COC(=O)C1CN(C(C1)=O)C1=CC=C(C=C1)OCC1=CC=CC=C1 ((RS)-1-(4-benzyloxy-phenyl)-5-oxo-pyrrolidine-3-carboxylic acid methyl ester), [BH4-].[Na+] (sodium borohydride). Yields the product C(C1=CC=CC=C1)OC1=CC=C(C=C1)N1C(CC(C1)CO)=O ((RS)-1-(4-Benzyloxy-phenyl)-4-hydroxymethyl-pyrrolidin-2-one), colorless solid. The yield is 82.0%. RXN SMILES: C[O:2][C:3]([CH:5]1[CH2:9][C:8](=[O:10])[N:7]([C:11]2[CH:16]=[CH:15][C:14]([O:17][CH2:18][C:19]3[CH:24]=[CH:23][CH:22]=[CH:21][CH:20]=3)=[CH:13][CH:12]=2)[CH2:6]1)=O.[BH4-].[Na+]>>[CH2:18]([O:17][C:14]1[CH:15]=[CH:16][C:11]([N:7]2[CH2:6][CH:5]([CH2:3][OH:2])[CH2:9][C:8]2=[O:10])=[CH:12][CH:13]=1)[C:19]1[CH:20]=[CH:21][CH:22]=[CH:23][CH:24]=1 |f:1.2|. Procedure: The title compound is prepared in analogy to Example 33a) from (RS)-1-(4-benzyloxy-phenyl)-5-oxo-pyrrolidine-3-carboxylic acid methyl ester and sodium borohydride. Yield: 82% of a colorless solid. MS: m/e=298.3 (M+H)+. Reactants: FC1=C(C(=O)O)C=C(C(=C1)O)OC(C)C (2-Fluoro-4-hydroxy-5-isopropyloxybenzoic acid), CO (methanol), S(O)(O)(=O)=O (sulfuric acid). Product: COC(C1=C(C=C(C(=C1)OC(C)C)O)F)=O (methyl-2-fluoro-4-hydroxy-5-isopropyloxybenzoate). Reaction SMILES: [F:1][C:2]1[CH:10]=[C:9]([OH:11])[C:8]([O:12][CH:13]([CH3:15])[CH3:14])=[CH:7][C:3]=1[C:4]([OH:6])=[O:5].S(=O)(=O)(O)O.[CH3:21]O>>[CH3:21][O:5][C:4](=[O:6])[C:3]1[CH:7]=[C:8]([O:12][CH:13]([CH3:15])[CH3:14])[C:9]([OH:11])=[CH:10][C:2]=1[F:1]. Procedure: 2-Fluoro-4-hydroxy-5-isopropyloxybenzoic acid (5.7 g) is dissolved in methanol (200 mL) and concentrated sulfuric acid (1 mL) and heated at 70° C. for 5 hours. The solution is concentrated and the resultant oil subjected to mplc on silica gel using petroleum ether:ethyl acetate (4:1 v/v) as eluent to give methyl-2-fluoro-4-hydroxy-5-isopropyloxybenzoate (5.7 g). [NMR (CDCl3) 7.38 (d, 1H, J=7 Hz), 6.67 (d, 1H, J=12 Hz), 4.85 (m, 1H), 3.9 (s, 3H), 1.3 (d, 6H, J=7 Hz)]. Reactants: O=C1CCC(=O)N1Br, [CH3], CC#N, CCOC(=O)CC1CCc2c1ccc(-c1nccs1)c2C. Yields the product [CH3], CCOC(=O)CC1CCc2c1ccc(-c1ncc(Br)s1)c2C. RXN SMILES: [Br:23][N:24]1[C:25](=[O:26])[CH2:27][CH2:28][C:29]1=[O:30].[CH3:1].[CH3:31][C:32]#[N:33].[s:2]1[c:3](-[c:7]2[c:8]([CH3:22])[c:9]3[c:13]([cH:14][cH:15]2)[CH:12]([CH2:16][C:17](=[O:18])[O:19][CH2:20][CH3:21])[CH2:11][CH2:10]3)[n:4][cH:5][cH:6]1>>[CH3:1].[s:2]1[c:3](-[c:7]2[c:8]([CH3:22])[c:9]3[c:13]([cH:14][cH:15]2)[CH:12]([CH2:16][C:17](=[O:18])[O:19][CH2:20][CH3:21])[CH2:11][CH2:10]3)[n:4][cH:5][c:6]1[Br:23]. The reactants are Cl (hydrogen chloride), CN1C=NC(=C1)C1=CC=CC=C1 (1-methyl-4-phenyl-1H-imidazole), C(CCC)[Li] (n-butyl lithium), C(C)(C)(C)OC(=O)N1CCC(CC1)=O (N-T-butoxycarbonyl-4-piperidone), Cl (HCl). Run in C(Cl)Cl (DCM), [Cl-].[Na+].O (sodium chloride water), CO (methanol), O1CCCC1 (tetrahydrofuran), C1CCOC1 (THF), O1CCOCC1 (dioxane). Conditions: temperature -78 celsius, time 8 hour. The product is Cl.Cl.CN1C(=NC(=C1)C1=CC=CC=C1)C1(CCNCC1)O (4-(1-Methyl-4-phenyl-1H-imidazol-2-yl)-piperidin-4-ol dihydrochloride). As a reaction SMILES: [CH3:1][N:2]1[CH:6]=[C:5]([C:7]2[CH:12]=[CH:11][CH:10]=[CH:9][CH:8]=2)[N:4]=[CH:3]1.C([Li])CCC.C(OC([N:25]1[CH2:30][CH2:29][C:28](=[O:31])[CH2:27][CH2:26]1)=O)(C)(C)C.[ClH:32]>O1CCCC1.C(Cl)Cl.[Cl-].[Na+].O.O1CCOCC1.CO>[ClH:32].[ClH:32].[CH3:1][N:2]1[CH:6]=[C:5]([C:7]2[CH:8]=[CH:9][CH:10]=[CH:11][CH:12]=2)[N:4]=[C:3]1[C:28]1([OH:31])[CH2:29][CH2:30][NH:25][CH2:26][CH2:27]1 |f:6.7.8,11.12.13|. Procedure: Dissolve 1-methyl-4-phenyl-1H-imidazole (9.05 mmoles; 1.43 g) in anhydrous tetrahydrofuran (30.00 mL) and the mixture cooled to −78° C. Slowly add n-butyl lithium (1.30 equiv; 11.77 mmoles; 7.35 mL) (1.6M in hexanes) and the reaction stirs at −78° C. for 30 minutes then add a THF (20 mL) solution of N-T-butoxycarbonyl-4-piperidone (11.77 mmoles; 2.34 g) dropwise over 20 min. Allow to stir overnight with warming to room temperature. Dilute with DCM and saturated aq. sodium chloride/water (50/50),... The reactants are [K] (potassium), ClC=1C=CC(=C(C1)OC)[N+](=O)[O-] (5-chloro-2-nitroanisole), C1(=CC=CC=C1)B(O)O (phenylboronic acid). The reagents and catalysts are [Br-].C(CCC)[N+](CCCC)(CCCC)CCCC (tetrabutylammonium bromide), C=1C=CC(=CC1)/C=C/C(=O)/C=C/C2=CC=CC=C2.C=1C=CC(=CC1)/C=C/C(=O)/C=C/C2=CC=CC=C2.[Pd] (bis(dibenzylideneacetone)palladium), [Cl-].C(C)(C)C1=C(C(=CC=C1)C(C)C)[N+]1=CN(C=C1)C1=C(C=CC=C1C(C)C)C(C)C (1,3-bis(2,6-diisopropylphenyl)imidazolium chloride). The solvent is CO (methanol), C1(=CC=CC=C1)C (toluene). Conditions: temperature 60 celsius, time 24 hour. Yields the product COC=1C=C(C=CC1[N+](=O)[O-])C1=CC=CC=C1 (3-methoxy-4-nitro-biphenyl). Yield: 114.8%. As a reaction SMILES: [K].Cl[C:3]1[CH:4]=[CH:5][C:6]([N+:11]([O-:13])=[O:12])=[C:7]([O:9][CH3:10])[CH:8]=1.[C:14]1(B(O)O)[CH:19]=[CH:18][CH:17]=[CH:16][CH:15]=1>CO.[Br-].C([N+](CCCC)(CCCC)CCCC)CCC.C1(C)C=CC=CC=1.C1C=CC(/C=C/C(/C=C/C2C=CC=CC=2)=O)=CC=1.C1C=CC(/C=C/C(/C=C/C2C=CC=CC=2)=O)=CC=1.[Pd].[Cl-].C(C1C=CC=C(C(C)C)C=1[N+]1C=CN(C2C(C(C)C)=CC=CC=2C(C)C)C=1)(C)C>[CH3:10][O:9][C:7]1[CH:8]=[C:3]([C:14]2[CH:19]=[CH:18][CH:17]=[CH:16][CH:15]=2)[CH:4]=[CH:5][C:6]=1[N+:11]([O-:13])=[O:12] |f:4.5,7.8.9,10.11,^1:0|. Procedure: A solution of potassium methoxyde (0.56 g, 7.98 mmol) in anhydrous methanol (5 mL) was added at 0° C. to a mixture of 5-chloro-2-nitroanisole (0.5 g, 2.66 mmol), phenylboronic acid (0.42 g, 3.44 mmol), bis(dibenzylideneacetone)palladium (47 mg, 0.082 mmol), 1,3-bis(2,6-diisopropylphenyl)imidazolium chloride (35 mg, 0.082 mmol) and tetrabutylammonium bromide (86 mg, 0.267 mmol) in anhydrous toluene (20 mL). The reaction mixture was stirred at 60° C. for 24 hours, and then was partitioned between ... Starting materials: ICC (iodoethane), C(C)(C)[N-]C(C)C.[Li+] (lithium diisopropylamide), CN(C)P(=O)(N(C)C)N(C)C (HMPA), CC1C(N(CCC1)CC1=CC=CC=C1)=O (3-methyl-1-phenylmethyl-2-piperidinone), C5-C13 N-benzyl lactams. The solvent is C1CCOC1 (THF). Product: C(C)C1(C(N(CCC1)CC1=CC=CC=C1)=O)C (3-ethyl-3-methyl-1-phenylmethyl-2-piperidinone). As a reaction SMILES: CC1[CH2:7][CH2:6][CH2:5][N:4]([CH2:8][C:9]2[CH:14]=[CH:13][CH:12]=[CH:11][CH:10]=2)[C:3]1=[O:15].I[CH2:17][CH3:18].[CH:19]([N-]C(C)C)(C)[CH3:20].[Li+].CN(P(N(C)C)(N(C)C)=O)C>C1COCC1>[CH2:19]([C:17]1([CH3:18])[CH2:7][CH2:6][CH2:5][N:4]([CH2:8][C:9]2[CH:10]=[CH:11][CH:12]=[CH:13][CH:14]=2)[C:3]1=[O:15])[CH3:20] |f:2.3|. Procedure: The reaction of 3-methyl-1-phenylmethyl-2-piperidinone (Meyers A I, Kunnen K B, Still W C (1987) "Conformational effects on the regiochemical metalation of C5-C13 N-benzyl lactams" J. Am. Chem. Soc., 109, 4405-4407.) (3.25 g, 16 mmol) with iodoethane (3.92 g, 25.1 mmol) in the presence of lithium diisopropylamide (prepared by treating diisopropylamine (2.42 g, 24 mmol) with butyllithium in hexanes (2.5 M, 9.2 mL, 22.9 mmol)) in THF (45 mL) and HMPA (2.4 ml,, 13.8 mmol) as described above in the ...